From a dataset of the Open Reaction Database (ORD), a public repository of structured organic reaction records. describe an organic reaction: reactants, conditions, products, and yield Reactants: CCN=C=NCCCN(C)C, CN(C)C=O, CCOC(C)=O, Cl, CC1(C)COc2ccc(CC(N)C(O)c3cccc(Cl)c3)cc21, O, On1nnc2ccccc21, O=C(O)c1cccc2c1C=CCCC2. Yields the product CC1(C)COc2ccc(CC(NC(=O)c3cccc4c3C=CCCC4)C(O)c3cccc(Cl)c3)cc21. RXN SMILES: [CH2:16]([N:17]=[C:18]=[N:19][CH2:20][CH2:21][CH2:22][N:23]([CH3:24])[CH3:25])[CH3:26].[CH3:61][N:62]([CH3:63])[CH:64]=[O:65].[CH3:66][CH2:67][O:68][C:69](=[O:70])[CH3:71].[ClH:15].[NH2:38][CH:39]([CH:40]([OH:41])[c:42]1[cH:43][c:44]([Cl:48])[cH:45][cH:46][cH:47]1)[CH2:49][c:50]1[cH:51][cH:52][c:53]2[c:54]([cH:60]1)[C:55]([CH3:58])([CH3:59])[CH2:56][O:57]2.[OH2:27].[OH:28][n:29]1[c:30]2[cH:31][cH:32][cH:33][cH:34][c:35]2[n:36][n:37]1.[c:1]1([C:12](=[O:13])[OH:14])[cH:2][cH:3][cH:4][c:5]2[c:6]1[CH:7]=[CH:8][CH2:9][CH2:10][CH2:11]2>>[c:1]1([C:12](=[O:14])[NH:38][CH:39]([CH:40]([OH:41])[c:42]2[cH:43][c:44]([Cl:48])[cH:45][cH:46][cH:47]2)[CH2:49][c:50]2[cH:51][cH:52][c:53]3[c:54]([cH:60]2)[C:55]([CH3:58])([CH3:59])[CH2:56][O:57]3)[cH:2][cH:3][cH:4][c:5]2[c:6]1[CH:7]=[CH:8][CH2:9][CH2:10][CH2:11]2. The reactants are [Si](C1=CC=CC=C1)(C1=CC=CC=C1)(C(C)(C)C)OC1=C2CCCC(C2=CC=C1)N (1,2,3,4-tetrahydro-5-t-butyldiphenylsilyloxy-1-naphthaleneamine), [OH-].[K+] (KOH), CC1=CC=C(C=C1)C=1N=C(OC1C1=CC=C(C=C1)C)C(CCC=O)=O (1-[4,5-bis(4-methylphenyl)oxazol-2-yl)butan-1,4-dione), [BH3-]C#N.[Na+] (NaBH3CN). The solvent is C(C)(=O)O (acetic acid), CO (methanol). Conditions: time 3 day. Yields the product CC1=CC=C(C=C1)C=1N=C(OC1C1=CC=C(C=C1)C)C1N(CCC1)C1CCCC2=C(C=CC=C12)O[Si](C1=CC=CC=C1)(C1=CC=CC=C1)C(C)(C)C (1-[2-[4,5-bis(4-methylphenyl)oxazol-2-yl]pyrrolidin-1-yl]-1,2,3,4-tetrahydro-5-t-butyldiphenylsilyloxynaphthalene). The yield is 94.8%. As a reaction SMILES: [Si:1]([O:18][C:19]1[CH:28]=[CH:27][CH:26]=[C:25]2[C:20]=1[CH2:21][CH2:22][CH2:23][CH:24]2[NH2:29])([C:14]([CH3:17])([CH3:16])[CH3:15])([C:8]1[CH:13]=[CH:12][CH:11]=[CH:10][CH:9]=1)[C:2]1[CH:7]=[CH:6][CH:5]=[CH:4][CH:3]=1.[CH3:30][C:31]1[CH:36]=[CH:35][C:34]([C:37]2[N:38]=[C:39]([C:49](=O)[CH2:50][CH2:51][CH:52]=O)[O:40][C:41]=2[C:42]2[CH:47]=[CH:46][C:45]([CH3:48])=[CH:44][CH:43]=2)=[CH:33][CH:32]=1.[BH3-]C#N.[Na+].[OH-].[K+]>C(O)(=O)C.CO>[CH3:30][C:31]1[CH:32]=[CH:33][C:34]([C:37]2[N:38]=[C:39]([CH:49]3[CH2:50][CH2:51][CH2:52][N:29]3[CH:24]3[C:25]4[C:20](=[C:19]([O:18][Si:1]([C:14]([CH3:16])([CH3:17])[CH3:15])([C:8]5[CH:9]=[CH:10][CH:11]=[CH:12][CH:13]=5)[C:2]5[CH:7]=[CH:6][CH:5]=[CH:4][CH:3]=5)[CH:28]=[CH:27][CH:26]=4)[CH2:21][CH2:22][CH2:23]3)[O:40][C:41]=2[C:42]2[CH:47]=[CH:46][C:45]([CH3:48])=[CH:44][CH:43]=2)=[CH:35][CH:36]=1 |f:2.3,4.5|. Reported procedure: A solution of 1,2,3,4-tetrahydro-5-t-butyldiphenylsilyloxy-1-naphthaleneamine (0.21 g), 1-[4,5-bis(4-methylphenyl)oxazol-2-yl)butan-1,4-dione (0.12 g), NaBH3CN (84 mg) and KOH (30 mg) in acetic acid (0.5 ml) and methanol (4 ml). After being stirred for 3 days at room temperature, the solvent was evaporated in vacuo. The residue was partitioned between ethyl acetate and sat. NaHCO3. The organic layer was washed with brine. The dried solvent was evaporated in vacuo. The residue was purified by chr... Reactants: O=C1CCC(=O)N1Br, CC(=O)Nc1ncnc2c1ccn2C1OC(COC(C)=O)C(OC(C)=O)C1(C)OC(C)=O, CN(C)C=O. The product is CC(=O)Nc1ncnc2c1c(Br)cn2C1OC(COC(C)=O)C(OC(C)=O)C1(C)OC(C)=O. As a reaction SMILES: [Br:33][N:34]1[C:35](=[O:36])[CH2:37][CH2:38][C:39]1=[O:40].[C:1]([CH3:2])(=[O:3])[NH:4][c:5]1[c:6]2[c:7]([n:8][cH:9][n:10]1)[n:11]([CH:14]1[C:15]([O:16][C:17]([CH3:18])=[O:19])([CH3:32])[CH:20]([O:21][C:22]([CH3:23])=[O:24])[CH:25]([CH2:27][O:28][C:29]([CH3:30])=[O:31])[O:26]1)[cH:12][cH:13]2.[O:41]=[CH:42][N:43]([CH3:44])[CH3:45]>>[C:1]([CH3:2])(=[O:3])[NH:4][c:5]1[c:6]2[c:7]([n:8][cH:9][n:10]1)[n:11]([CH:14]1[C:15]([O:16][C:17]([CH3:18])=[O:19])([CH3:32])[CH:20]([O:21][C:22]([CH3:23])=[O:24])[CH:25]([CH2:27][O:28][C:29]([CH3:30])=[O:31])[O:26]1)[cH:12][c:13]2[Br:33]. The reactants are [Li]CCCC, COc1ccc(CSC2(C(=O)Cl)CCN(OC)CC2)cc1, COC(=O)Cc1c(C)cc(C)cc1C, CC(C)NC(C)C, C1CCOC1. The product is COC(=O)C(C(=O)C1(SCc2ccc(OC)cc2)CCN(OC)CC1)c1c(C)cc(C)cc1C. Reaction SMILES: [CH2:1]([Li:2])[CH2:3][CH2:4][CH3:5].[CH3:20][O:21][N:22]1[CH2:23][CH2:24][C:25]([C:28](=[O:29])[Cl:30])([S:31][CH2:32][c:33]2[cH:34][cH:35][c:36]([O:39][CH3:40])[cH:37][cH:38]2)[CH2:26][CH2:27]1.[CH3:6][O:7][C:8]([CH2:9][c:10]1[c:11]([CH3:18])[cH:12][c:13]([CH3:17])[cH:14][c:15]1[CH3:16])=[O:19].[CH:41]([NH:42][CH:43]([CH3:44])[CH3:45])([CH3:46])[CH3:47].[O:48]1[CH2:49][CH2:50][CH2:51][CH2:52]1>>[CH3:6][O:7][C:8]([CH:9]([c:10]1[c:11]([CH3:18])[cH:12][c:13]([CH3:17])[cH:14][c:15]1[CH3:16])[C:28]([C:25]1([S:31][CH2:32][c:33]2[cH:34][cH:35][c:36]([O:39][CH3:40])[cH:37][cH:38]2)[CH2:24][CH2:23][N:22]([O:21][CH3:20])[CH2:27][CH2:26]1)=[O:29])=[O:19].